Task: describe an organic reaction: reactants, conditions, products, and yield. Dataset: the Open Reaction Database (ORD), a public repository of structured organic reaction records Reactants: C(C)(C)(C)C=1C=C(C2=C(C(CC(O2)C(=O)OCC)=O)C1)C(C)(C)C (6,8-di-t-butyl-2,3-dihydro-4-oxo-4H-1-benzopyran-2-carboxylic acid, ethyl ester), BrN1C(CCC1=O)=O (N-bromosuccinimide). Solvent: C(Cl)(Cl)(Cl)Cl (carbon tetrachloride). Yields the product C(C)(C)(C)C=1C=C(C2=C(C(C=C(O2)C(=O)OCC)=O)C1)C(C)(C)C (6,8-di-t-butyl-4-oxo-4H-1-benzopyran-2-carboxylic acid, ethyl ester). Reaction SMILES: [C:1]([C:5]1[CH:6]=[C:7]([C:21]([CH3:24])([CH3:23])[CH3:22])[C:8]2[O:13][CH:12]([C:14]([O:16][CH2:17][CH3:18])=[O:15])[CH2:11][C:10](=[O:19])[C:9]=2[CH:20]=1)([CH3:4])([CH3:3])[CH3:2].BrN1C(=O)CCC1=O>C(Cl)(Cl)(Cl)Cl>[C:1]([C:5]1[CH:6]=[C:7]([C:21]([CH3:22])([CH3:24])[CH3:23])[C:8]2[O:13][C:12]([C:14]([O:16][CH2:17][CH3:18])=[O:15])=[CH:11][C:10](=[O:19])[C:9]=2[CH:20]=1)([CH3:4])([CH3:3])[CH3:2]. Procedure details: A mixture of 3.32 parts of 6,8-di-t-butyl-2,3-dihydro-4-oxo-4H-1-benzopyran-2-carboxylic acid, ethyl ester and 1.84 parts of N-bromosuccinimide was refluxed in 150 parts of carbon tetrachloride for six hours. The solution was cooled and then washed with water. The carbon tetrachloride extract was dried and the solvent was removed by evaporation. The resulting brown residue was crystallised from light petroleum (b.p. 40°-60°C) to give 1.69 parts of 6,8-di-t-butyl-4-oxo-4H-1-benzopyran-2-carboxyli... The reactants are C(#C)C(O)C1=CC=C2C(CCSC2=C1)(C)C (α-ethynyl-4,4- dimethyl-7-thiochromanmethanol), IC1=CC=C(C(=O)OC)C=C1 (methyl 4-iodobenzoate). Product: OC(C#CC1=CC=C(C(=O)OC)C=C1)C1=CC=C2C(CCSC2=C1)(C)C (methyl 4-[3-Hydroxy-3-(4,4-dimethylthiochroman-7yl)-1-propynyl]benzoate). Yield: 57.1%. Reaction SMILES: [C:1]([CH:3]([C:5]1[CH:14]=[C:13]2[C:8]([C:9]([CH3:16])([CH3:15])[CH2:10][CH2:11][S:12]2)=[CH:7][CH:6]=1)[OH:4])#[CH:2].I[C:18]1[CH:27]=[CH:26][C:21]([C:22]([O:24][CH3:25])=[O:23])=[CH:20][CH:19]=1>>[OH:4][CH:3]([C:5]1[CH:14]=[C:13]2[C:8]([C:9]([CH3:16])([CH3:15])[CH2:10][CH2:11][S:12]2)=[CH:7][CH:6]=1)[C:1]#[C:2][C:18]1[CH:27]=[CH:26][C:21]([C:22]([O:24][CH3:25])=[O:23])=[CH:20][CH:19]=1. Procedure details: Following the basic procedure of Example 11(d), by reacting 2 g (8.6 mmol) of α-ethynyl-4,4- dimethyl-7-thiochromanmethanol with 2.25 g (8.6 mmol) of methyl 4-iodobenzoate, 1.8 g (57%) of the expected ester was obtained in the form of an yellow oil. Reactants: ClC1C2=C(C=CC3=C1C=CC=C3)C=CC=C2 (5-chloro-5H-dibenzo-[a,d]cycloheptene), N1(CCNCC1)C(=O)OCC (ethyl N-piperazinecarboxylate). The solvent is CN(C=O)C (dimethylformamide). Reaction conditions: time 8 hour. Yields the product C1=CC=CC=2C(C3=C(C=CC21)C=CC=C3)N3CCN(CC3)C(=O)OCC (ethyl 4-(5H-dibenzo[a,d]cyclohepten-5-yl)-1-piperazinecarboxylate). RXN SMILES: Cl[CH:2]1[C:8]2[CH:9]=[CH:10][CH:11]=[CH:12][C:7]=2[CH:6]=[CH:5][C:4]2[CH:13]=[CH:14][CH:15]=[CH:16][C:3]1=2.[N:17]1([C:23]([O:25][CH2:26][CH3:27])=[O:24])[CH2:22][CH2:21][NH:20][CH2:19][CH2:18]1>CN(C)C=O>[CH:13]1[C:4]2[CH:5]=[CH:6][C:7]3[CH:12]=[CH:11][CH:10]=[CH:9][C:8]=3[CH:2]([N:20]3[CH2:19][CH2:18][N:17]([C:23]([O:25][CH2:26][CH3:27])=[O:24])[CH2:22][CH2:21]3)[C:3]=2[CH:16]=[CH:15][CH:14]=1. Procedure: 1 gram (44 millimoles) of 5-chloro-5H-dibenzo-[a,d]cycloheptene prepared in a manner similar to that previously described was added to a solution of 1.4 grams of ethyl N-piperazinecarboxylate in 10 milliliters of dimethylformamide and the resulting mixture allowed to stir overnight at room temperature. At the end of this period, the mixture was subjected to reduced pressure to remove most of the dimethylformamide. Aqueous saturated sodium bicarbonate solution was added, mixed and then extracted ...